From a dataset of the Open Reaction Database (ORD), a public repository of structured organic reaction records. describe an organic reaction: reactants, conditions, products, and yield The reactants are CCOC(C)=O, Cc1ccc(B(O)O)cc1, Clc1cnc2[nH]c(-c3ccc(OCCN4CCOCC4)cc3)nc2c1Cl, [K+], [K+], O=C([O-])[O-], C1COCCO1, c1ccc(P(c2ccccc2)(c2ccccc2)[Pd](P(c2ccccc2)(c2ccccc2)c2ccccc2)(P(c2ccccc2)(c2ccccc2)c2ccccc2)P(c2ccccc2)(c2ccccc2)c2ccccc2)cc1. Yields the product Cc1ccc(-c2c(Cl)cnc3[nH]c(-c4ccc(OCCN5CCOCC5)cc4)nc23)cc1. As a reaction SMILES: [CH3:126][CH2:127][O:128][C:129]([CH3:130])=[O:131].[CH3:27][c:28]1[cH:29][cH:30][c:31]([B:34]([OH:35])[OH:36])[cH:32][cH:33]1.[Cl:1][c:2]1[c:3]([Cl:26])[c:4]2[c:5]([n:6][cH:7]1)[nH:8][c:9](-[c:11]1[cH:12][cH:13][c:14]([O:17][CH2:18][CH2:19][N:20]3[CH2:21][CH2:22][O:23][CH2:24][CH2:25]3)[cH:15][cH:16]1)[n:10]2.[K+:37].[K+:38].[O-:39][C:40]([O-:41])=[O:42].[O:43]1[CH2:44][CH2:45][O:46][CH2:47][CH2:48]1.[cH:49]1[cH:50][cH:51][c:52]([P:53]([Pd:54]([P:55]([c:56]2[cH:57][cH:58][cH:59][cH:60][cH:61]2)([c:62]2[cH:63][cH:64][cH:65][cH:66][cH:67]2)[c:68]2[cH:69][cH:70][cH:71][cH:72][cH:73]2)([P:74]([c:75]2[cH:76][cH:77][cH:78][cH:79][cH:80]2)([c:81]2[cH:82][cH:83][cH:84][cH:85][cH:86]2)[c:87]2[cH:88][cH:89][cH:90][cH:91][cH:92]2)[P:93]([c:94]2[cH:95][cH:96][cH:97][cH:98][cH:99]2)([c:100]2[cH:101][cH:102][cH:103][cH:104][cH:105]2)[c:106]2[cH:107][cH:108][cH:109][cH:110][cH:111]2)([c:112]2[cH:113][cH:114][cH:115][cH:116][cH:117]2)[c:118]2[cH:119][cH:120][cH:121][cH:122][cH:123]2)[cH:124][cH:125]1>>[Cl:1][c:2]1[c:3](-[c:31]2[cH:30][cH:29][c:28]([CH3:27])[cH:33][cH:32]2)[c:4]2[c:5]([n:6][cH:7]1)[nH:8][c:9](-[c:11]1[cH:12][cH:13][c:14]([O:17][CH2:18][CH2:19][N:20]3[CH2:21][CH2:22][O:23][CH2:24][CH2:25]3)[cH:15][cH:16]1)[n:10]2. Starting materials: ClC1=C(C(O)C=2OC=CC2)C=CC=C1 ((±) 2-(2-chloro-α-hydroxybenzyl)furan), [H-].[Na+] (sodium hydride), CI (Methyl iodide). Run in C(C)OCC (diethyl ether), CN(C=O)C (dimethylformamide). Run at time 1 hour. Product: ClC1=C(C(OC)C=2OC=CC2)C=CC=C1 ((±) 2-(2-chloro-α-methoxybenzyl)furan). Yield: 89.8%. Reaction SMILES: [Cl:1][C:2]1[CH:14]=[CH:13][CH:12]=[CH:11][C:3]=1[CH:4]([C:6]1[O:7][CH:8]=[CH:9][CH:10]=1)[OH:5].[H-].[Na+].[CH3:17]I>CN(C)C=O.C(OCC)C>[Cl:1][C:2]1[CH:14]=[CH:13][CH:12]=[CH:11][C:3]=1[CH:4]([C:6]1[O:7][CH:8]=[CH:9][CH:10]=1)[O:5][CH3:17] |f:1.2|. Procedure: A soluton of (±) 2-(2-chloro-α-hydroxybenzyl)furan [prepared as described in (j) above] (31.3 g.) in dimethylformamide (100 ml.) was treated with sodium hydride (4.1 g.) with ice cooling. Methyl iodide (28.4 g.) was added to the stirred solution over 15 minutes at 15°-30° C. with ice cooling and the mixture was allowed to stand at ambient temperature for 1 hour. The mixture was then diluted with diethyl ether (300 ml.) and filtered. The filtrate was washed with water (3 × 500 ml.), dried over so... Starting materials: C(N)(=O)C1=C(NC(CN2CCNCC2)=O)C=CC=C1 (o-carbamoyl-α-(1-piperazinyl)acetanilide), Cl.C(C)O (hydrochloric acid ethanol), Cl (hydrochloride), COC=1C=C(C(=O)Cl)C=CC1OC (3,4-dimethoxybenzoyl chloride). The solvent is C(Cl)Cl (methylene chloride), C(C)N(CC)CC (triethylamine), C(Cl)Cl (methylene chloride). Reaction conditions: time 1 hour. The product is O.Cl.C(N)(=O)C1=C(NC(CN2CCN(CC2)C(C2=CC(=C(C=C2)OC)OC)=O)=O)C=CC=C1 (o-carbamoyl-α-[4-(3,4-dimethoxybenzoyl)-1-piperazinyl]acetanilide monohydrochloride monohydrate). RXN SMILES: [C:1]([C:4]1[CH:19]=[CH:18][CH:17]=[CH:16][C:5]=1[NH:6][C:7](=[O:15])[CH2:8][N:9]1[CH2:14][CH2:13][NH:12][CH2:11][CH2:10]1)(=[O:3])[NH2:2].[CH3:20][O:21][C:22]1[CH:23]=[C:24]([CH:28]=[CH:29][C:30]=1[O:31][CH3:32])[C:25]([Cl:27])=[O:26].Cl.Cl.C(O)C>C(Cl)Cl.C(N(CC)CC)C>[OH2:3].[ClH:27].[C:1]([C:4]1[CH:19]=[CH:18][CH:17]=[CH:16][C:5]=1[NH:6][C:7](=[O:15])[CH2:8][N:9]1[CH2:14][CH2:13][N:12]([C:25](=[O:26])[C:24]2[CH:28]=[CH:29][C:30]([O:31][CH3:32])=[C:22]([O:21][CH3:20])[CH:23]=2)[CH2:11][CH2:10]1)(=[O:3])[NH2:2] |f:3.4,7.8.9|. Procedure details: 6.15 Grams of o-carbamoyl-α-(1-piperazinyl)acetanilide and 2.4 g of triethylamine were dissolved in 50 ml of methylene chloride, then to this solution was added dropwise a methylene chloride solution of 5.4 g of 3,4-dimethoxybenzoyl chloride under ice-cooled condition with stirring. The reaction was carried out at the same temperature for 1 hour, then the reaction mixture was washed with water, 5%-sodium bicarbonate aqueous solution, and an aqueous solution of potassium carbonate, then dried. Me... The reactants are Cc1c(-c2ccc(Br)cc2)[nH]c2ncccc12, O=C=O, [Li]CCCC, C1CCOC1. Yields the product Cc1c(-c2ccc(C(=O)O)cc2)[nH]c2ncccc12. As a reaction SMILES: [Br:1][c:2]1[cH:3][cH:4][c:5](-[c:8]2[c:9]([CH3:17])[c:10]3[c:11]([n:12][cH:13][cH:14][cH:15]3)[nH:16]2)[cH:6][cH:7]1.[C:23](=[O:24])=[O:25].[CH2:18]([Li:19])[CH2:20][CH2:21][CH3:22].[CH2:26]1[O:27][CH2:28][CH2:29][CH2:30]1>>[c:2]1([C:23](=[O:24])[OH:25])[cH:3][cH:4][c:5](-[c:8]2[c:9]([CH3:17])[c:10]3[c:11]([n:12][cH:13][cH:14][cH:15]3)[nH:16]2)[cH:6][cH:7]1. Reactants: N1=CC=CC=C1 (pyridine), Cl (hydrochloric acid), FC(C1=NNC=N1)(F)F (3-trifluoromethyl-1H-1,2,4-triazole), CC1=C(C=CC(=C1)C)B1OBOBO1 (2,4-dimethylphenylboroxine). The reagents and catalysts are [Cu] (copper). Run in C(C)(=O)OCC (ethyl acetate), CN(C=O)C (N,N-dimethylformamide), C(C)(=O)OCC (ethyl acetate). Run at temperature 50 celsius, time 4 hour. Product: CC1=CC(=C(C=C1)N1N=C(N=C1)C(F)(F)F)C (1,3-dimethyl-4-(3-trifluoromethyl-1H-1,2,4-triazol-1-yl)benzene), crystal. Isolated yield 95.0%. RXN SMILES: [F:1][C:2]([F:9])([F:8])[C:3]1[N:7]=[CH:6][NH:5][N:4]=1.[CH3:10][C:11]1[CH:16]=[C:15]([CH3:17])[CH:14]=[CH:13][C:12]=1B1OBOBO1.N1C=CC=CC=1.Cl>[Cu].C(OCC)(=O)C.CN(C)C=O>[CH3:10][C:11]1[CH:12]=[CH:13][C:14]([N:5]2[CH:6]=[N:7][C:3]([C:2]([F:9])([F:8])[F:1])=[N:4]2)=[C:15]([CH3:17])[CH:16]=1. Procedure details: In a 50-ml eggplant flask provided with a magnetic stirrer were placed 1.37 g (10 mmol) of 3-trifluoromethyl-1H-1,2,4-triazole, 1.32 g (3.33 mmol) of 2,4-dimethylphenylboroxine, 64 mg (1 mmol) of a copper powder, 0.8 g (10 mmol) of pyridine and then 5 ml of N,N-dimethylformamide. The mixture was stirred at 50° C. for 4 hours. Thereto were added 30 ml of ethyl acetate and 3% hydrochloric acid to give rise to phase separation. The aqueous phase was extracted with 30 mol of ethyl acetate. The ethyl...